This data is from the Open Reaction Database (ORD), a public repository of structured organic reaction records. The task is: describe an organic reaction: reactants, conditions, products, and yield Isolated yield 100.0%. Run at time 30 minute. The product is C[N+]1=NN(N=C1[O-])C(CC)C (1-methyl-3-(1-methylpropyl)tetrazolium-5-olate). Procedure: Thus, 1-methyl-3-(1-methylpropyl)-5-(1-methylpropylthio)tetrazolium tetrafluoroborate (137 mg, 0.43 mmol) was introduced into a recovery flask; an aqueous sodium hydroxide solution (prepared by the dissolution of sodium hydroxide (24 mg, 0.60 mmol) in water (10 mL)) was added to the recovery flask; and stirring was carried out for 30 minutes. Extraction with methylene chloride, drying over anhydrous sodium sulfate, and distillation of the solvent yielded 1-methyl-3-(1-methylpropyl)tetrazolium-5-... Run in O (water). Starting materials: [OH-].[Na+] (sodium hydroxide), [OH-].[Na+] (sodium hydroxide), F[B-](F)(F)F.C[N+]1=NN(N=C1SC(CC)C)C(CC)C (1-methyl-3-(1-methylpropyl)-5-(1-methylpropylthio)tetrazolium tetrafluoroborate). As a reaction SMILES: F[B-](F)(F)F.[CH3:6][N+:7]1[C:11](SC(C)CC)=[N:10][N:9]([CH:17]([CH3:20])[CH2:18][CH3:19])[N:8]=1.[OH-:21].[Na+]>O>[CH3:6][N+:7]1[C:11]([O-:21])=[N:10][N:9]([CH:17]([CH3:20])[CH2:18][CH3:19])[N:8]=1 |f:0.1,2.3|. Reactants: [OH-].[Na+] (sodium hydroxide), CC1=NOC2=C1C(=CC=C2)O (3-methyl-4-hydroxy-1,2-benzisoxazole), C(Cl)C1CO1 (epichlorohydrin). Solvent: CO (methanol). Reaction conditions: time 18 hour. The product is CC1=NOC2=C1C(=CC=C2)OCC2CO2 (3-methyl-4-(2,3-epoxypropoxy)-1,2-benzisoxazole). Isolated yield 95.0%. As a reaction SMILES: [OH-].[Na+].[CH3:3][C:4]1[C:8]2[C:9]([OH:13])=[CH:10][CH:11]=[CH:12][C:7]=2[O:6][N:5]=1.[CH2:14]([CH:16]1[O:18][CH2:17]1)Cl>CO>[CH3:3][C:4]1[C:8]2[C:9]([O:13][CH2:14][CH:16]3[O:18][CH2:17]3)=[CH:10][CH:11]=[CH:12][C:7]=2[O:6][N:5]=1 |f:0.1|. Reported procedure: . . . . To a solution of sodium hydroxide (0.7 g, 17 mmole) in methanol (40 ml) is gradually added 3-methyl-4-hydroxy-1,2-benzisoxazole (15 mmole) and then epichlorohydrin (20 ml). The mixture is stirred at room temperature for 18 hours. After evaporation of methanol and excess epichlorohydrin under reduced pressure, the residue is extracted with chloroform. The extract is washed with a dilute solution of sodium hydroxide and water, dried over magnesium sulfate, and evaporated. The residue is su... The reactants are C(CC(=O)OCC)(=O)OCC (diethyl malonate), ICCCCCC=C (7-iodo-1-heptene), ICCC(C(C(C(F)(F)F)(F)F)(F)F)(F)F (1-iodo-3,3,4,4,5,5,6,6,6-nonafluorohexane), FC(CCC(C(=O)OCC)CCCCCC=C)(C(C(C(F)(F)F)(F)F)(F)F)F (ethyl 2-(3,3,4,4,5,5,6,6,6-nonafluorohexyl)-8-nonenoate), C(C)C1(CSC2=CC(=CC=C2C1CCCCCCCCC(C(=O)O)CCCCCCC(C(F)(F)F)(F)F)O)C1=CC=C(C=C1)O (10-[(3RS,4RS)-3-ethyl-7-hydroxy-3-(4-hydroxyphenyl)thiochroman-4-yl]-2-(7,7,8,8,8-pentafluoro-octyl)decanoic acid). Yields the product C(C)C1(CSC2=CC(=CC=C2C1CCCCCCCCC(C(=O)O)CCC(C(C(C(F)(F)F)(F)F)(F)F)(F)F)O)C1=CC=C(C=C1)O (10-[(3RS,4RS)-3-ethyl-7-hydroxy-3-(4-hydroxyphenyl)thiochroman-4-yl]-2-(3,3,4,4,5,5,6,6,6-nonafluorohexyl)decanoic acid). RXN SMILES: FC(F)(C(F)(F)C(F)(F)C(F)(F)F)CCC(CCCCCC=C)C(OCC)=O.C(OCC)(=O)CC(OCC)=O.ICCCCCC=C.I[CH2:49][CH2:50][C:51]([F:63])([F:62])[C:52]([F:61])([F:60])[C:53]([F:59])([F:58])[C:54]([F:57])([F:56])[F:55].[CH2:64]([C:66]1([C:102]2[CH:107]=[CH:106][C:105]([OH:108])=[CH:104][CH:103]=2)[CH:75]([CH2:76][CH2:77][CH2:78][CH2:79][CH2:80][CH2:81][CH2:82][CH2:83][CH:84](CCCCCCC(F)(F)C(F)(F)F)[C:85]([OH:87])=[O:86])[C:74]2[C:69](=[CH:70][C:71]([OH:101])=[CH:72][CH:73]=2)[S:68][CH2:67]1)[CH3:65]>>[CH2:64]([C:66]1([C:102]2[CH:103]=[CH:104][C:105]([OH:108])=[CH:106][CH:107]=2)[CH:75]([CH2:76][CH2:77][CH2:78][CH2:79][CH2:80][CH2:81][CH2:82][CH2:83][CH:84]([CH2:49][CH2:50][C:51]([F:63])([F:62])[C:52]([F:61])([F:60])[C:53]([F:59])([F:58])[C:54]([F:57])([F:56])[F:55])[C:85]([OH:87])=[O:86])[C:74]2[C:69](=[CH:70][C:71]([OH:101])=[CH:72][CH:73]=2)[S:68][CH2:67]1)[CH3:65]. Procedure: Starting with the ethyl 2-(3,3,4,4,5,5,6,6,6-nonafluorohexyl)-8-nonenoate prepared from diethyl malonate, 7-iodo-1-heptene and 1-iodo-3,3,4,4,5,5,6,6,6-nonafluorohexane as in Example 9 and the allyl compound prepared in Example 13, the same procedure as shown in Example 13 was repeated to give 10-[(3RS,4RS)-3-ethyl-7-hydroxy-3-(4-hydroxyphenyl)thiochroman-4-yl]-2-(3,3,4,4,5,5,6,6,6-nonafluorohexyl)decanoic acid. The reactants are C(C(=C)C)(=O)N=C=O.C(C(=C)C)(=O)OC.C=CC1=CC=CC=C1.C(C=C)(=O)OCCCC (methacryloyl isocyanate methyl methacrylate styrene butyl acrylate), C(C(=C)C)(=O)N=C=O (methacryloyl isocyanate), CC(=NO)CC (methylethylketoxime), C(C(=C)C)(=O)OC (methyl methacrylate), CC(=NO)CC (methylethylketoxime), C=CC1=CC=CC=C1 (styrene). Run in C1(=CC=CC=C1)C (toluene). Run at temperature 10 celsius. The product is C(C=C)(=O)OCCCC (butyl acrylate). RXN SMILES: [C:1](N=C=O)(=[O:5])[C:2]([CH3:4])=C.[C:9](OC)(=[O:13])[C:10](C)=[CH2:11].[CH2:16]=CC1C=CC=CC=1.C(OCCCC)(=O)C=C.CC(CC)=NO.C(N=C=O)(=O)C(C)=C.C(OC)(=O)C(C)=C.C=CC1C=CC=CC=1>C1(C)C=CC=CC=1>[C:9]([O:5][CH2:1][CH2:2][CH2:4][CH3:16])(=[O:13])[CH:10]=[CH2:11] |f:0.1.2.3|. Procedure: The reaction mixture comprising the methacryloyl isocyanate/methyl methacrylate/styrene/butyl acrylate copolymer as above obtained was cooled to 10° C., and a solution of methylethylketoxime (3.2 g) in toluene (22 g) was dropwise added thereto, whereby a copolymer of methylethylketoxime-blocked methacryloyl isocyanate with methyl methacrylate, styrene and butyl acrylate was produced. Mn, 6500. The reactants are CC1(CNCCNCC(CNCCNCC(CNCCNCC(CNCCNC1)(C)C)(C)C)(C)C)C (6,6,13,13,20,20,27,27-octamethyl-1,4,8,11,15,18,22,25-octaazacyclooctacosane), N(=C=O)CCC[Si](OCC)(OCC)OCC ((3-isocyanatopropyl) triethoxysilane). Solvent: O1CCCC1 (tetrahydrofuran). Conditions: time 12 hour. Product: CC1(CN(CCN(CC(CN(CCN(CC(CN(CCN(CC(CN(CCN(C1)C(=O)NCCC[Si](OCC)(OCC)OCC)C(=O)NCCC[Si](OCC)(OCC)OCC)(C)C)C(=O)NCCC[Si](OCC)(OCC)OCC)C(=O)NCCC[Si](OCC)(OCC)OCC)(C)C)C(=O)NCCC[Si](OCC)(OCC)OCC)C(=O)NCCC[Si](OCC)(OCC)OCC)(C)C)C(=O)NCCC[Si](OCC)(OCC)OCC)C(=O)NCCC[Si](OCC)(OCC)OCC)C (6,6,13,13,20,20,27,27-Octamethyl-1,4,8,11, 15,18,22 ,25-octakis[[[3-(triethoxysilyl)propyl]-amino]carbonyl)-1,4,8,11,15,18,22,25-octaazacyclooctacosane). Isolated yield 58.6%. As a reaction SMILES: [CH3:1][C:2]1([CH3:36])[CH2:29][NH:28][CH2:27][CH2:26][NH:25][CH2:24][C:23]([CH3:31])([CH3:30])[CH2:22][NH:21][CH2:20][CH2:19][NH:18][CH2:17][C:16]([CH3:33])([CH3:32])[CH2:15][NH:14][CH2:13][CH2:12][NH:11][CH2:10][C:9]([CH3:35])([CH3:34])[CH2:8][NH:7][CH2:6][CH2:5][NH:4][CH2:3]1.[N:37]([CH2:40][CH2:41][CH2:42][Si:43]([O:50][CH2:51][CH3:52])([O:47][CH2:48][CH3:49])[O:44][CH2:45][CH3:46])=[C:38]=[O:39]>O1CCCC1>[CH3:1][C:2]1([CH3:36])[CH2:3][N:4]([C:38]([NH:37][CH2:40][CH2:41][CH2:42][Si:43]([O:50][CH2:51][CH3:52])([O:44][CH2:45][CH3:46])[O:47][CH2:48][CH3:49])=[O:39])[CH2:5][CH2:6][N:7]([C:38]([NH:37][CH2:40][CH2:41][CH2:42][Si:43]([O:50][CH2:51][CH3:52])([O:44][CH2:45][CH3:46])[O:47][CH2:48][CH3:49])=[O:39])[CH2:8][C:9]([CH3:35])([CH3:34])[CH2:10][N:11]([C:38]([NH:37][CH2:40][CH2:41][CH2:42][Si:43]([O:50][CH2:51][CH3:52])([O:44][CH2:45][CH3:46])[O:47][CH2:48][CH3:49])=[O:39])[CH2:12][CH2:13][N:14]([C:38]([NH:37][CH2:40][CH2:41][CH2:42][Si:43]([O:50][CH2:51][CH3:52])([O:44][CH2:45][CH3:46])[O:47][CH2:48][CH3:49])=[O:39])[CH2:15][C:16]([CH3:33])([CH3:32])[CH2:17][N:18]([C:38]([NH:37][CH2:40][CH2:41][CH2:42][Si:43]([O:50][CH2:51][CH3:52])([O:44][CH2:45][CH3:46])[O:47][CH2:48][CH3:49])=[O:39])[CH2:19][CH2:20][N:21]([C:38]([NH:37][CH2:40][CH2:41][CH2:42][Si:43]([O:50][CH2:51][CH3:52])([O:44][CH2:45][CH3:46])[O:47][CH2:48][CH3:49])=[O:39])[CH2:22][C:23]([CH3:31])([CH3:30])[CH2:24][N:25]([C:38]([NH:37][CH2:40][CH2:41][CH2:42][Si:43]([O:50][CH2:51][CH3:52])([O:44][CH2:45][CH3:46])[O:47][CH2:48][CH3:49])=[O:39])[CH2:26][CH2:27][N:28]([C:38]([NH:37][CH2:40][CH2:41][CH2:42][Si:43]([O:44][CH2:45][CH3:46])([O:50][CH2:51][CH3:52])[O:47][CH2:48][CH3:49])=[O:39])[CH2:29]1. Procedure details: 0.69 g (1.35 mmol) of 6,6,13,13,20,20,27,27-octamethyl-1,4,8,11,15,18,22,25-octaazacyclooctacosane is dissolved in 20 cm3 of anhydrous tetrahydrofuran (THF) in a 200 cm3 Schlenk tube. 3.2 g (12.9 mmol) of (3-isocyanatopropyl) triethoxysilane are rapidly added. The reaction mixture is stirred at room temperature for 12 hours. After evaporating the solvent, the solid obtained is washed twice with 50 cm3 of anhydrous pentahe. 1.97 g of the expected compound are obtained in the form of a white powde... The reactants are mixture, C(=O)(O)[O-].[Na+] (NaHCO3), C(C)OC(=O)C=1C2=C(SC1)C=C(C=C2)OC (6-methoxy-benzo[b]thiophene-3-carboxylic acid ethyl ester), solution, B(Br)(Br)Br (BBr3). Solvent: CCOC(=O)C (EtOAc), C(Cl)Cl (CH2Cl2), C(Cl)Cl (CH2Cl2). Conditions: temperature -5 celsius, time 3.5 hour. Product: C(C)OC(=O)C=1C2=C(SC1)C=C(C=C2)O (6-Hydroxy-benzo[b]thiophene-3-carboxylic acid ethyl ester). As a reaction SMILES: [CH2:1]([O:3][C:4]([C:6]1[C:7]2[CH:14]=[CH:13][C:12]([O:15]C)=[CH:11][C:8]=2[S:9][CH:10]=1)=[O:5])[CH3:2].B(Br)(Br)Br.C([O-])(O)=O.[Na+]>C(Cl)Cl.CCOC(C)=O>[CH2:1]([O:3][C:4]([C:6]1[C:7]2[CH:14]=[CH:13][C:12]([OH:15])=[CH:11][C:8]=2[S:9][CH:10]=1)=[O:5])[CH3:2] |f:2.3|. Procedure: To a solution of 4.72 g (20 mMol) 6-methoxy-benzo[b]thiophene-3-carboxylic acid ethyl ester in 200 ml CH2Cl2 at −10° C., 40 ml of a 1 M solution of BBr3 in CH2Cl2 are added via syringe during 12 min. The solution is stirred for 3.5 h at −10 to 0° C., then diluted with 600 ml EtOAc and poured into 450 ml of a mixture of sat. NaHCO3 and ice. After 5 min, the aq. layer is separated off and extracted 3× with 120 ml EtOAc. The organic phases are washed with water and brine, dried (Na2SO4) and after a... Starting materials: C(C)(C)(C)OC(NCCCC[C@@H](CO)N(CC(C)C)S(=O)(=O)C1=CC=C(C=C1)C#N)=O ((S)-{5-[(4-cyano-benzenesulfonyl)-isobutyl-amino]-6-hydroxy-hexyl}-carbamic acid tert-butyl ester), Cl (HCl). Run in CO (MeOH). Conditions: time 8 hour. Yields the product NCCCC[C@@H](CO)N(S(=O)(=O)C1=CC=C(C=C1)C#N)CC(C)C ((S)—N-(5-Amino-1-hydroxymethyl-pentyl)-4-cyano-N-isobutyl-benzenesulfonamide). As a reaction SMILES: C(OC(=O)[NH:7][CH2:8][CH2:9][CH2:10][CH2:11][C@H:12]([N:15]([S:20]([C:23]1[CH:28]=[CH:27][C:26]([C:29]#[N:30])=[CH:25][CH:24]=1)(=[O:22])=[O:21])[CH2:16][CH:17]([CH3:19])[CH3:18])[CH2:13][OH:14])(C)(C)C.Cl>CO>[NH2:7][CH2:8][CH2:9][CH2:10][CH2:11][C@H:12]([N:15]([CH2:16][CH:17]([CH3:19])[CH3:18])[S:20]([C:23]1[CH:24]=[CH:25][C:26]([C:29]#[N:30])=[CH:27][CH:28]=1)(=[O:22])=[O:21])[CH2:13][OH:14]. Reported procedure: (S)-{5-[(4-cyano-benzenesulfonyl)-isobutyl-amino]-6-hydroxy-hexyl}-carbamic acid tert-butyl ester (5) (1.06 g) was dissolved in 50 mL MeOH. HCl (5-6 N in i-prOH, 30 mL) was added and the mixture was stirred overnight at RT. The mixture was evaporated to dryness and used as such in the next reaction. The reactants are C(CCC)OC1=NC(=C2N=C(N(C2=N1)CCCC1NCCCC1)OC)N (2-(Butyloxy)-8-(methyloxy)-9-[3-(2-piperidinyl)propyl]-9H-purin-6-amine), NC1=C2N=C(N(C2=NC(=N1)O[C@H](CCC)C)CCCCC1CCN(CC1)C(=O)OCC1=CC=CC=C1)OC (phenylmethyl 4-{4-[6-amino-2-{[(1S)-1-methylbutyl]oxy}-8-(methyloxy)-9H-purin-9-yl]butyl}-1-piperidinecarboxylate). Procedure details: Prepared similarly to Intermediate 32 from phenylmethyl 4-{4-[6-amino-2-{[(1S)-1-methylbutyl]oxy}-8-(methyloxy)-9H-purin-9-yl]butyl}-1-piperidinecarboxylate. The product is C[C@@H](CCC)OC1=NC(=C2N=C(N(C2=N1)CCCCC1CCNCC1)OC)N (2-{[(1S)-1-Methylbutyl]oxy}-8-(methyloxy)-9-[4-(4-piperidinyl)butyl]-9H-purin-6-amine). RXN SMILES: C(OC1N=C2C(N=C(OC)N2CCCC2CCCCN2)=C(N)N=1)CCC.[NH2:27][C:28]1[N:36]=[C:35]([O:37][C@@H:38]([CH3:42])[CH2:39][CH2:40][CH3:41])[N:34]=[C:33]2[C:29]=1[N:30]=[C:31]([O:63][CH3:64])[N:32]2[CH2:43][CH2:44][CH2:45][CH2:46][CH:47]1[CH2:52][CH2:51][N:50](C(OCC2C=CC=CC=2)=O)[CH2:49][CH2:48]1>>[CH3:42][C@H:38]([O:37][C:35]1[N:34]=[C:33]2[C:29]([N:30]=[C:31]([O:63][CH3:64])[N:32]2[CH2:43][CH2:44][CH2:45][CH2:46][CH:47]2[CH2:48][CH2:49][NH:50][CH2:51][CH2:52]2)=[C:28]([NH2:27])[N:36]=1)[CH2:39][CH2:40][CH3:41]. The reactants are CC1=C(C(=CC(=C1)[N+](=O)[O-])CN1CCCC1)N1CCOCC1 (4-[2-Methyl-4-nitro-6-(pyrrolidin-1-ylmethyl)phenyl]morpholine), C(=O)[O-].[NH4+] (ammonium formate). Reagents/catalysts: [Pd] (Pd/C). The solvent is CCO (EtOH). Conditions: time 8 hour. The product is CC=1C=C(N)C=C(C1N1CCOCC1)CN1CCCC1 (3-Methyl-4-(morpholin-4-yl)-5-(pyrrolidin-1-ylmethyl)aniline). Isolated yield 99.9%. RXN SMILES: [CH3:1][C:2]1[CH:7]=[C:6]([N+:8]([O-])=O)[CH:5]=[C:4]([CH2:11][N:12]2[CH2:16][CH2:15][CH2:14][CH2:13]2)[C:3]=1[N:17]1[CH2:22][CH2:21][O:20][CH2:19][CH2:18]1.C([O-])=O.[NH4+]>CCO.[Pd]>[CH3:1][C:2]1[CH:7]=[C:6]([CH:5]=[C:4]([CH2:11][N:12]2[CH2:16][CH2:15][CH2:14][CH2:13]2)[C:3]=1[N:17]1[CH2:18][CH2:19][O:20][CH2:21][CH2:22]1)[NH2:8] |f:1.2|. Procedure details: 4-[2-Methyl-4-nitro-6-(pyrrolidin-1-ylmethyl)phenyl]morpholine (62 mg, 0.20 mmol) was hydrogenated using ammonium formate (128 mg, 2.00 mmol) and Pd/C (10% Pd, 21 mg, 0.02 mmol) in 2 mL of EtOH. The mixture was stirred overnight at room temperature and then filtered through a celite pad. The filtrate was evaporated and the residue was dissolved in DCM and washed with a saturated aqueous solution of Na2CO3. The aqueous layer was extracted with DCM. The combined organic layers were dried over Na2S... Reactants: [Br-], C[Mg+], CCOCC, Cl, CC(=O)c1cccc(O)c1F, C1CCOC1. The product is CC(C)(O)c1cccc(O)c1F. Reaction SMILES: [Br-:12].[CH3:13][Mg+:14].[CH3:21][CH2:22][O:23][CH2:24][CH3:25].[ClH:15].[F:1][c:2]1[c:3]([C:9]([CH3:10])=[O:11])[cH:4][cH:5][cH:6][c:7]1[OH:8].[O:16]1[CH2:17][CH2:18][CH2:19][CH2:20]1>>[F:1][c:2]1[c:3]([C:9]([CH3:10])([OH:11])[CH3:13])[cH:4][cH:5][cH:6][c:7]1[OH:8].